This data is from the Open Reaction Database (ORD), a public repository of structured organic reaction records. The task is: describe an organic reaction: reactants, conditions, products, and yield Starting materials: C(C1=CC=CC=C1)NC=1C2=CC=C(C=C2N=C2CCCC(C12)=O)C(F)(F)F (9-benzylamino-3,4-dihydro-6-trifluoromethylacridin-1(2H)-one), solution, [H-].[Al+3].[Li+].[H-].[H-].[H-] (lithium aluminum hydride). Solvent: O1CCCC1 (tetrahydrofuran), O1CCCC1 (tetrahydrofuran). Run at time 1 hour. The product is C(C1=CC=CC=C1)NC=1C2=CC=C(C=C2N=C2CCCC(C12)O)C(F)(F)F (9-Benzylamino-6-trifluoromethyl-1,2,3,4-tetrahydroacridin-1-ol). Reaction SMILES: [CH2:1]([NH:8][C:9]1[C:10]2[C:15]([N:16]=[C:17]3[C:22]=1[C:21](=[O:23])[CH2:20][CH2:19][CH2:18]3)=[CH:14][C:13]([C:24]([F:27])([F:26])[F:25])=[CH:12][CH:11]=2)[C:2]1[CH:7]=[CH:6][CH:5]=[CH:4][CH:3]=1.[H-].[Al+3].[Li+].[H-].[H-].[H-]>O1CCCC1>[CH2:1]([NH:8][C:9]1[C:10]2[C:15]([N:16]=[C:17]3[C:22]=1[CH:21]([OH:23])[CH2:20][CH2:19][CH2:18]3)=[CH:14][C:13]([C:24]([F:27])([F:25])[F:26])=[CH:12][CH:11]=2)[C:2]1[CH:3]=[CH:4][CH:5]=[CH:6][CH:7]=1 |f:1.2.3.4.5.6|. Procedure details: To a cooled solution of 3.5 g of 9-benzylamino-3,4-dihydro-6-trifluoromethylacridin-1(2H)-one in 60 ml of tetrahydrofuran was added 5 ml of 1M solution of lithium aluminum hydride in tetrahydrofuran. This was stirred for 1 hour at ice temperature. Starting materials: Cl[Si]1(CCC1)C (1-chloro-1-methylsilacyclobutane), C(=C)(C)O[Si](C)(C)C (isopropenoxytrimethylsilane). Yields the product C[Si]1(CCC1)OC(=C)C (1-Methyl-1-(isopropenoxy)silacyclobutane). RXN SMILES: Cl[Si:2]1([CH3:6])[CH2:5][CH2:4][CH2:3]1.[C:7]([O:10][Si](C)(C)C)([CH3:9])=[CH2:8]>>[CH3:6][Si:2]1([O:10][C:7]([CH3:9])=[CH2:8])[CH2:5][CH2:4][CH2:3]1. Reported procedure: In accordance with the general procedure of Example 1, when 1-chloro-1-methylsilacyclobutane and isopropenoxytrimethylsilane are reacted it is predicted that the title compound is obtained. Reactants: CC(C(N)[C@@H]1CNCC1)C (2-methyl-1-[(3S)-pyrrolidin-3-yl]propan-1-amine), ClC1=NC(=C(C=C1C#N)F)Cl (2,6-dichloro-5-fluoro-pyridine-3-carbonitrile), CCN(C(C)C)C(C)C (DIPEA). Run in CN1CCCC1=O (NMP), CCOC(=O)C (EtOAc), O (water), C(=O)(O)[O-].[Na+] (NaHCO3). Conditions: temperature 130 celsius. Product: N[C@@H](C(C)C)[C@H]1CN(CC1)C1=NC(=C(C#N)C=C1F)Cl (6-((R)-3-((S)-1-amino-2-methylpropyl)pyrrolidin-1-yl)-2-chloro-5-fluoronicotinonitrile). Yield: 86.2%. Reaction SMILES: [CH3:1][CH:2]([CH3:10])[CH:3]([C@H:5]1[CH2:9][CH2:8][NH:7][CH2:6]1)[NH2:4].[Cl:11][C:12]1[C:17]([C:18]#[N:19])=[CH:16][C:15]([F:20])=[C:14](Cl)[N:13]=1.CCN(C(C)C)C(C)C>CN1C(=O)CCC1.CCOC(C)=O.O.C([O-])(O)=O.[Na+]>[NH2:4][C@H:3]([C@@H:5]1[CH2:9][CH2:8][N:7]([C:14]2[C:15]([F:20])=[CH:16][C:17]([C:18]#[N:19])=[C:12]([Cl:11])[N:13]=2)[CH2:6]1)[CH:2]([CH3:10])[CH3:1] |f:6.7|. Procedure: A mixture of 2-methyl-1-[(3S)-pyrrolidin-3-yl]propan-1-amine (310 mg, 1.98 mmol), 2,6-dichloro-5-fluoro-pyridine-3-carbonitrile (378.7 mg, 1.98 mmol) and DIPEA (512.6 mg, 690.8 μL, 3.97 mmol) in NMP (3 mL) was heated at 130° C. for 20 minutes under microwave conditions. After this time, the reaction mixture was allowed to cool to ambient temperature and diluted with EtOAc, water and saturated aqueous NaHCO3. The organic layer was separated and washed with brine, dried (Na2SO4), filtered and conc... Starting materials: CCCN, O=C(Cl)c1ccc(Oc2ccc(Cl)cc2[N+](=O)[O-])cc1. Yields the product CCCNC(=O)c1ccc(Oc2ccc(Cl)cc2[N+](=O)[O-])cc1. Reaction SMILES: [CH3:21][CH2:22][CH2:23][NH2:24].[Cl:1][c:2]1[cH:3][c:4]([N+:18](=[O:19])[O-:20])[c:5]([O:6][c:7]2[cH:8][cH:9][c:10]([C:11](=[O:12])[Cl:13])[cH:14][cH:15]2)[cH:16][cH:17]1>>[Cl:1][c:2]1[cH:3][c:4]([N+:18](=[O:19])[O-:20])[c:5]([O:6][c:7]2[cH:8][cH:9][c:10]([C:11](=[O:12])[NH:24][CH2:23][CH2:22][CH3:21])[cH:14][cH:15]2)[cH:16][cH:17]1. Starting materials: FC1(CC(C1)C1=NC(=NO1)C=1C=CC(=C(C1)NC(=O)C1=CN=C2N1C=CC(=C2)C#C[Si](C)(C)C)C)F (N-(5-(5-(3,3-difluorocyclobutyl)-1,2,4-oxadiazol-3-yl)-2-methylphenyl)-7-((trimethylsilyl)ethynyl)imidazo[1,2-a]pyridine-3-carboxamide), C(=O)([O-])[O-].[K+].[K+] (K2CO3). Run in CO (MeOH), O (water). Conditions: time 1 hour. Product: FC1(CC(C1)C1=NC(=NO1)C=1C=CC(=C(C1)NC(=O)C1=CN=C2N1C=CC(=C2)C#C)C)F (N-(5-(5-(3,3-difluorocyclobutyl)-1,2,4-oxadiazol-3-yl)-2-methylphenyl)-7-ethynylimidazo[1,2-a]pyridine-3-carboxamide). Reaction SMILES: [F:1][C:2]1([F:36])[CH2:5][CH:4]([C:6]2[O:10][N:9]=[C:8]([C:11]3[CH:12]=[CH:13][C:14]([CH3:35])=[C:15]([NH:17][C:18]([C:20]4[N:24]5[CH:25]=[CH:26][C:27]([C:29]#[C:30][Si](C)(C)C)=[CH:28][C:23]5=[N:22][CH:21]=4)=[O:19])[CH:16]=3)[N:7]=2)[CH2:3]1.C([O-])([O-])=O.[K+].[K+]>CO.O>[F:36][C:2]1([F:1])[CH2:5][CH:4]([C:6]2[O:10][N:9]=[C:8]([C:11]3[CH:12]=[CH:13][C:14]([CH3:35])=[C:15]([NH:17][C:18]([C:20]4[N:24]5[CH:25]=[CH:26][C:27]([C:29]#[CH:30])=[CH:28][C:23]5=[N:22][CH:21]=4)=[O:19])[CH:16]=3)[N:7]=2)[CH2:3]1 |f:1.2.3|. Procedure: N-(5-(5-(3,3-difluorocyclobutyl)-1,2,4-oxadiazol-3-yl)-2-methylphenyl)-7-((trimethylsilyl)ethynyl)imidazo[1,2-a]pyridine-3-carboxamide (52) (50 mg, 0.1 mmol) was dissolved in MeOH (1 mL) and K2CO3(42 mg, 0.3 mmol) was added. The resulting mixture was stirred at room temperature for 1 hour. The reaction mixture was diluted with water (20 mL). The resulting precipitate was filtered and dried to give N-(5-(5-(3,3-difluorocyclobutyl)-1,2,4-oxadiazol-3-yl)-2-methylphenyl)-7-ethynylimidazo[1,2-a]pyrid... Starting materials: ClC=1C=C(C=CC1)C(C)=O (3'-Chloroacetophenone), O.C(C=O)(=O)O (glyoxylic acid monohydrate). The solvent is C([O-])([O-])=O.[K+].[K+] (potassium carbonate). Conditions: temperature 130 celsius. The product is ClC=1C=C(C=CC1)C(/C=C/C(=O)O)=O ((E)-4-(3'-chlorophenyl)-4-oxo-2-butenoic acid). Isolated yield 39.2%. As a reaction SMILES: [Cl:1][C:2]1[CH:3]=[C:4]([C:8](=[O:10])[CH3:9])[CH:5]=[CH:6][CH:7]=1.O.[C:12]([OH:16])(=[O:15])[CH:13]=O>C(=O)([O-])[O-].[K+].[K+]>[Cl:1][C:2]1[CH:3]=[C:4]([C:8](=[O:10])/[CH:9]=[CH:13]/[C:12]([OH:16])=[O:15])[CH:5]=[CH:6][CH:7]=1 |f:1.2,3.4.5|. Reported procedure: A stirred mixture of 3'-Chloroacetophenone (15 mL, 97 mmol) and glyoxylic acid monohydrate (9 g, 97 mmol) was heated at 130° C. under reduced pressure (1,5 mmHg), over 8 hours. During this time the reduced pressure was maintained in order to remove the water formed during the reaction. After cooling, the crude reaction product was taken up in aqueous 10% potassium carbonate solution (100 mL) and the resulting solution was washed with diethyl ether (3×30 mL), the alkaline aqueous layer was cooled... Reactants: [Al+3], COC(=O)c1ccc(OCc2ccccc2)cc1C, [H-], [H-], [H-], [H-], [Li+], C1CCOC1. The product is Cc1cc(OCc2ccccc2)ccc1CO. As a reaction SMILES: [Al+3:2].[CH2:7]([c:8]1[cH:9][cH:10][cH:11][cH:12][cH:13]1)[O:14][c:15]1[cH:16][c:17]([CH3:25])[c:18]([C:19](=[O:20])[O:21][CH3:22])[cH:23][cH:24]1.[H-:1].[H-:4].[H-:5].[H-:6].[Li+:3].[O:26]1[CH2:27][CH2:28][CH2:29][CH2:30]1>>[CH2:7]([c:8]1[cH:9][cH:10][cH:11][cH:12][cH:13]1)[O:14][c:15]1[cH:16][c:17]([CH3:25])[c:18]([CH2:19][OH:20])[cH:23][cH:24]1. The reactants are BrC=1C=C(C(=C(C1)O)F)F (5-bromo-2,3-difluorophenol), C(C=CCC)(=O)OCC (ethyl pentenoate), C(C)(C)NC(C)C (N,N-diisopropylamine), CC1=CC=CC=C1P(C2=CC=CC=C2C)C3=CC=CC=C3C (P(O-tol)3). Reagents/catalysts: CC(=O)[O-].CC(=O)[O-].[Pd+2] (Pd(OAc)2). Run in C(CC)#N (propionitrile). Run at temperature 120 celsius. The product is FC=1C=C(C=C(C1F)O)C(CC(=O)OCC)CC (Ethyl 3-(3,4-difluoro-5-hydroxyphenyl)pentanoate). Yield: 87.0%. RXN SMILES: Br[C:2]1[CH:3]=[C:4]([F:10])[C:5]([F:9])=[C:6]([OH:8])[CH:7]=1.[C:11]([O:17][CH2:18][CH3:19])(=[O:16])[CH:12]=[CH:13][CH2:14][CH3:15].C(NC(C)C)(C)C.CC1C(P(C2C(C)=CC=CC=2)C2C(C)=CC=CC=2)=CC=CC=1>C(#N)CC.CC([O-])=O.CC([O-])=O.[Pd+2]>[F:10][C:4]1[CH:3]=[C:2]([CH:13]([CH2:14][CH3:15])[CH2:12][C:11]([O:17][CH2:18][CH3:19])=[O:16])[CH:7]=[C:6]([OH:8])[C:5]=1[F:9] |f:5.6.7|. Procedure: A mixture of 5-bromo-2,3-difluorophenol (20 g 0.0957 mol), ethyl pentenoate (24.53 g, 0.191 mol), N,N-diisopropylamine (66.68 ml, 0.383 mol) and catalytic reagents [Pd(OAc)2=2.15 g, 9.57 mmol; P(O-tol)3=11.65 g, 0.0383 mol] in propionitrile (500 mL) in solution was degassed by bubbling nitrogen. The reactions were heated to 120° C. overnight. The reaction mixtures were filtered through a Celite and washed with CH2Cl2 and filtrates were combined and concentrated. The crude residue was purified by...